This data is from the Open Reaction Database (ORD), a public repository of structured organic reaction records. The task is: describe an organic reaction: reactants, conditions, products, and yield RXN SMILES: [Cl:1][C:2]1[CH:7]=[CH:6][C:5]([NH:8][CH2:9][CH2:10][CH2:11][O:12][C:13]2[CH:22]=[CH:21][C:16]([C:17]([O:19][CH3:20])=[O:18])=[CH:15][CH:14]=2)=[CH:4][CH:3]=1.[C:23]([OH:27])(=[O:26])[CH:24]=[CH2:25]>C1(C)C=CC=CC=1.C(OCC)(=O)C>[C:23]([CH2:24][CH2:25][N:8]([CH2:9][CH2:10][CH2:11][O:12][C:13]1[CH:14]=[CH:15][C:16]([C:17]([O:19][CH3:20])=[O:18])=[CH:21][CH:22]=1)[C:5]1[CH:4]=[CH:3][C:2]([Cl:1])=[CH:7][CH:6]=1)([OH:27])=[O:26]. Procedure details: Methyl 4-[3-[N-[4-chlorophenyl)amino]propoxy]benzoate (2.0 g) was dissolved in toluene (6 ml), and thereto was added acrylic acid (2.24 ml), and the mixture was heated with stirring at 100° C. for 24 hours. The reaction mixture was diluted with ethyl acetate, and washed successively with aqueous sodium bicarbonate solution 2 times and water once, and it was concentrated under reduced pressure. The residue was subjected to column chromatography on silica gel and eluted with a mixed solvent of chl... Yields the product C(=O)(O)CCN(C1=CC=C(C=C1)Cl)CCCOC1=CC=C(C(=O)OC)C=C1 (Methyl 4-[3-[N-(2-carboxyethyl)-N-(4-chlorophenyl)amino]propoxy]benzoate). The reactants are ClC1=CC=C(C=C1)NCCCOC1=CC=C(C(=O)OC)C=C1 (Methyl 4-[3-[N-[4-chlorophenyl)amino]propoxy]benzoate), C(C=C)(=O)O (acrylic acid). The solvent is C1(=CC=CC=C1)C (toluene), C(C)(=O)OCC (ethyl acetate). Conditions: temperature 100 celsius, time 24 hour.